Dataset: the Open Reaction Database (ORD), a public repository of structured organic reaction records. Task: describe an organic reaction: reactants, conditions, products, and yield The reactants are CCCC[Sn](CCCC)(CCCC)c1cc(C)c(CCc2ccc(OCC34OCC(C)(CO3)CO4)c(C)c2)s1, O=C(C=Cc1ccccc1)C=Cc1ccccc1, O=C(C=Cc1ccccc1)C=Cc1ccccc1, N#Cc1ccc(Br)cc1F, C1CCOC1, [Pd], c1coc(P(c2ccco2)c2ccco2)c1. The product is Cc1cc(CCc2sc(-c3ccc(C#N)c(F)c3)cc2C)ccc1OCC12OCC(C)(CO1)CO2. As a reaction SMILES: [CH2:1]([Sn:2]([CH2:3][CH2:4][CH2:5][CH3:32])([c:6]1[s:7][c:8]([CH2:12][CH2:13][c:14]2[cH:15][c:16]([CH3:31])[c:17]([O:20][CH2:21][C:22]34[O:23][CH2:24][C:25]([CH3:30])([CH2:26][O:27]3)[CH2:28][O:29]4)[cH:18][cH:19]2)[c:9]([CH3:11])[cH:10]1)[CH2:33][CH2:34][CH2:35][CH3:36])[CH2:37][CH2:38][CH3:39].[CH:71](=[CH:72][C:73]([CH:74]=[CH:75][c:76]1[cH:77][cH:78][cH:79][cH:80][cH:81]1)=[O:82])[c:83]1[cH:84][cH:85][cH:86][cH:87][cH:88]1.[CH:89](=[CH:90][C:91]([CH:92]=[CH:93][c:94]1[cH:95][cH:96][cH:97][cH:98][cH:99]1)=[O:100])[c:101]1[cH:102][cH:103][cH:104][cH:105][cH:106]1.[F:40][c:41]1[c:42]([C:43]#[N:44])[cH:45][cH:46][c:47]([Br:49])[cH:48]1.[O:66]1[CH2:67][CH2:68][CH2:69][CH2:70]1.[Pd:107].[o:50]1[cH:51][cH:52][cH:53][c:54]1[P:55]([c:56]1[o:57][cH:58][cH:59][cH:60]1)[c:61]1[o:62][cH:63][cH:64][cH:65]1>>[c:6]1(-[c:47]2[cH:46][cH:45][c:42]([C:43]#[N:44])[c:41]([F:40])[cH:48]2)[s:7][c:8]([CH2:12][CH2:13][c:14]2[cH:15][c:16]([CH3:31])[c:17]([O:20][CH2:21][C:22]34[O:23][CH2:24][C:25]([CH3:30])([CH2:26][O:27]3)[CH2:28][O:29]4)[cH:18][cH:19]2)[c:9]([CH3:11])[cH:10]1. Starting materials: C(C)(C)(C)O[K] (t-butoxy potassium), C(C1=CC=CC=C1)O (benzyl alcohol), C1(=CC=CC=C1)C.CN(C=O)C (toluene dimethylformamide), C1(=CC=CC=C1)/C=C/C1=CC2=C(N=N1)OC1=C(O2)C=CC=C1 (3-[(E)-2-phenylvinyl][1,4]benzodioxino[2,3-c]pyridazine). Reported procedure: Under ice-cooling, to a solution (5 mL) of benzyl alcohol (350 μL) in toluene was added t-butoxy potassium (375 mg), and the mixture was stirred for 20 min. To the mixture was added a toluene-dimethylformamide (1:1) suspension (10 ml) of 3-[(E)-2-phenylvinyl][1,4]benzodioxino[2,3-c]pyridazine (386 mg) at 0° C., and the mixture was stirred at 120° C. for 19 hr. Water was added, and the mixture was extracted with chloroform. The organic layer was washed with saturated brine, dried over anhydrous m... Reaction SMILES: [CH2:1]([OH:8])[C:2]1[CH:7]=[CH:6][CH:5]=[CH:4][CH:3]=1.C(O[K])(C)(C)C.[C:15]1([CH3:21])[CH:20]=[CH:19][CH:18]=[CH:17][CH:16]=1.CN(C)C=O.[C:27]1(/[CH:33]=[CH:34]/[C:35]2[N:40]=[N:39][C:38]3OC4C=CC=CC=4[O:44][C:37]=3[CH:36]=2)[CH:32]=[CH:31][CH:30]=[CH:29][CH:28]=1>C1(C)C=CC=CC=1.O>[CH2:1]([O:8][C:38]1[N:39]=[N:40][C:35](/[CH:34]=[CH:33]/[C:27]2[CH:32]=[CH:31][CH:30]=[CH:29][CH:28]=2)=[CH:36][C:37]=1[O:44][CH2:21][C:15]1[CH:20]=[CH:19][CH:18]=[CH:17][CH:16]=1)[C:2]1[CH:7]=[CH:6][CH:5]=[CH:4][CH:3]=1 |f:2.3|. Run in C1(=CC=CC=C1)C (toluene), O (Water). Conditions: time 20 minute. Yields the product C(C1=CC=CC=C1)OC=1N=NC(=CC1OCC1=CC=CC=C1)\C=C\C1=CC=CC=C1 (3,4-bis(benzyloxy)-6-[(E)-2-phenylvinyl]pyridazine). The reactants are FC1=C(C(=O)OC)C=CC(=C1)C1=CN=C(N=N1)SC (methyl 2-fluoro-4-[3-(methylthio)-1,2,4-triazin-6-yl]benzoate), ClC1=CC(=CC=C1)C(=O)OO (m-chloroperbenzoic acid). Solvent: C(Cl)Cl (methylene chloride), C(Cl)Cl (DCM), C(Cl)Cl (DCM). Yields the product FC1=C(C(=O)OC)C=CC(=C1)C1=CN=C(N=N1)S(=O)C (methyl 2-fluoro-4-[3-(methylsulfinyl)-1,2,4-triazin-6-yl]benzoate). Reaction SMILES: [F:1][C:2]1[CH:11]=[C:10]([C:12]2[N:17]=[N:16][C:15]([S:18][CH3:19])=[N:14][CH:13]=2)[CH:9]=[CH:8][C:3]=1[C:4]([O:6][CH3:7])=[O:5].ClC1C=CC=C(C(OO)=[O:28])C=1>C(Cl)Cl>[F:1][C:2]1[CH:11]=[C:10]([C:12]2[N:17]=[N:16][C:15]([S:18]([CH3:19])=[O:28])=[N:14][CH:13]=2)[CH:9]=[CH:8][C:3]=1[C:4]([O:6][CH3:7])=[O:5]. Procedure: To a cooled (0° C.) solution of methyl 2-fluoro-4-[3-(methylthio)-1,2,4-triazin-6-yl]benzoate (0.180 g, 0.000644 mol) in methylene chloride (10 mL) was added m-chloroperbenzoic acid (0.32 g, 0.0014 mol) in DCM (3 ml) with stirring. The mixture was stirred at 0° C. for 1.5 h, and diluted with DCM. The resulting solution was quenched with saturated Na2S2O3 solution. After separation the organic layer was washed with saturated NaHCO3 solution, brine; and dried over Na2SO4. After filtration the filt... Starting materials: CC1=C(C=C(C=C1)C(F)(F)F)[N+](=O)[O-] (2-Methyl-5-trifluoromethylnitrobenzene). The reagents and catalysts are [Pd] (palladium on charcoal). The solvent is C(C)O (ethanol). Yields the product CC1=C(N)C=C(C=C1)C(F)(F)F (2-methyl-5-trifluoromethylaniline). Yield: 79.9%. RXN SMILES: [CH3:1][C:2]1[CH:7]=[CH:6][C:5]([C:8]([F:11])([F:10])[F:9])=[CH:4][C:3]=1[N+:12]([O-])=O>C(O)C.[Pd]>[CH3:1][C:2]1[CH:7]=[CH:6][C:5]([C:8]([F:9])([F:10])[F:11])=[CH:4][C:3]=1[NH2:12]. Procedure details: 2-Methyl-5-trifluoromethylnitrobenzene (14.8 g) was dissolved in ethanol (100 ml) and hydrogenated at ambient temperature and pressure in the presence of palladium on charcoal (10%; 0.5 g). The solution was filtered and evaporated to dryness to give 2-methyl-5-trifluoromethylaniline (10.1 g) as a pale yellow oil. The reactants are C(C)(=O)OC1=CC=C(C=C)C=C1 (4-acetoxystyrene), C(C(=C)C)(=O)OC(C)(C)C (tert-butyl methacrylate), C(C(=C)C)(=O)OC1=CC=C(C=C1)C1=CC=CC=C1 ((4-phenyl)phenyl methacrylate), N(=NC(C(=O)OC)(C)C)C(C(=O)OC)(C)C (V-601). Run in C1(CCCCC1)=O (cyclohexanone), C1(CCCCC1)=O (cyclohexanone), CCCCCC (hexane). Conditions: time 2 hour. Yields the product C(C)(=O)OC1=CC=C(C=C)C=C1.C(C(=C)C)(=O)OC(C)(C)C.C(C(=C)C)(=O)OC1=CC=C(C=C1)C1=CC=CC=C1 (4-acetoxystyrene tert-butyl methacrylate (4-phenyl)phenyl methacrylate). Isolated yield 873.9%. RXN SMILES: [C:1]([O:4][C:5]1[CH:12]=[CH:11][C:8]([CH:9]=[CH2:10])=[CH:7][CH:6]=1)(=[O:3])[CH3:2].[C:13]([O:18][C:19]([CH3:22])([CH3:21])[CH3:20])(=[O:17])[C:14]([CH3:16])=[CH2:15].[C:23]([O:28][C:29]1[CH:34]=[CH:33][C:32]([C:35]2[CH:40]=[CH:39][CH:38]=[CH:37][CH:36]=2)=[CH:31][CH:30]=1)(=[O:27])[C:24]([CH3:26])=[CH2:25].N(C(C)(C)C(OC)=O)=NC(C)(C)C(OC)=O>C1(=O)CCCCC1.CCCCCC>[C:1]([O:4][C:5]1[CH:12]=[CH:11][C:8]([CH:9]=[CH2:10])=[CH:7][CH:6]=1)(=[O:3])[CH3:2].[C:13]([O:18][C:19]([CH3:22])([CH3:21])[CH3:20])(=[O:17])[C:14]([CH3:16])=[CH2:15].[C:23]([O:28][C:29]1[CH:34]=[CH:33][C:32]([C:35]2[CH:40]=[CH:39][CH:38]=[CH:37][CH:36]=2)=[CH:31][CH:30]=1)(=[O:27])[C:24]([CH3:26])=[CH2:25] |f:6.7.8|. Procedure: 31.63 Gram (0.195 mol) of 4-acetoxystyrene, 13.65 g (0.096 mol) of tert-butyl methacrylate, 2.14 g (0.009 mol) of (4-phenyl)phenyl methacrylate and 3.45 g (0.015 mol) of polymerization initiator V-601 (produced by Wako Pure Chemical Industries, Ltd.) were dissolved in 151.75 g of cyclohexanone. Subsequently, 37.94 g of cyclohexanone was charged into a reaction vessel, and the solution above was added dropwise to the system at 80° C. over 6 hours in a nitrogen gas atmosphere. After the completion... Reactants: C(C)(=O)OCC=1CS[C@H]2N(C1C(=O)O)C(C2NC(C(=NOCC=C)C=2N=C(SC2)NC(C2=CC=CC=C2)(C2=CC=CC=C2)C2=CC=CC=C2)=O)=O (3-acetoxymethyl-7-[2-(2-tritylamino-4-thiazolyl)-2-(2-propenyl) oxyiminoacetamido]-ceph-3-eme-4-carboxylic acid), C(=O)O (formic acid). Solvent: O (water). Run at temperature 60 celsius. Product: C(C)(=O)OCC=1CS[C@H]2N(C1C(=O)O)C(C2NC(C(=NOCC=C)C=2N=C(SC2)N)=O)=O (3-acetoxymethyl-7-[2-(2-amino-4-thiazolyl)-2-(2-propenyl) oxyiminoacetamido]-ceph-3-eme-4-carboxylic acid). Yield: 29.6%. As a reaction SMILES: [C:1]([O:4][CH2:5][C:6]1[CH2:7][S:8][C@@H:9]2[CH:16]([NH:17][C:18](=[O:50])[C:19]([C:25]3[N:26]=[C:27]([NH:30]C(C4C=CC=CC=4)(C4C=CC=CC=4)C4C=CC=CC=4)[S:28][CH:29]=3)=[N:20][O:21][CH2:22][CH:23]=[CH2:24])[C:15](=[O:51])[N:10]2[C:11]=1[C:12]([OH:14])=[O:13])(=[O:3])[CH3:2].C(O)=O>O>[C:1]([O:4][CH2:5][C:6]1[CH2:7][S:8][C@@H:9]2[CH:16]([NH:17][C:18](=[O:50])[C:19]([C:25]3[N:26]=[C:27]([NH2:30])[S:28][CH:29]=3)=[N:20][O:21][CH2:22][CH:23]=[CH2:24])[C:15](=[O:51])[N:10]2[C:11]=1[C:12]([OH:14])=[O:13])(=[O:3])[CH3:2]. Reported procedure: A mixture of 610 mg of the product of Example 8 and 3 ml of 50% aqueous formic acid was heated at 60° C. for 15 minutes and 4 ml of water were added. The mixture was stirred and vacuum filtered. The filtrate was rinsed with water and concentrated to dryness under reduced pressure. The residue was taken up in water and was effloresced. The mixture was vacuum filtered and the product was rinsed to obtain 120 mg of 3-acetoxymethyl-7-[2-(2-amino-4-thiazolyl)-2-(2-propenyl) oxyiminoacetamido]-ceph-3-... Starting materials: Cn1ncc2[nH]ccc2c1=O, O=C(c1ccc(Cl)cc1)c1ccc(CBr)cc1, CN(C)C=O, O. The product is Cn1ncc2c(ccn2Cc2ccc(C(=O)c3ccc(Cl)cc3)cc2)c1=O. Reaction SMILES: [CH3:1][n:2]1[n:3][cH:4][c:5]2[c:6]([c:7]1=[O:8])[cH:9][cH:10][nH:11]2.[Cl:12][c:13]1[cH:14][cH:15][c:16]([C:17](=[O:18])[c:19]2[cH:20][cH:21][c:22]([CH2:23][Br:24])[cH:25][cH:26]2)[cH:27][cH:28]1.[O:30]=[CH:31][N:32]([CH3:33])[CH3:34].[OH2:29]>>[CH3:1][n:2]1[n:3][cH:4][c:5]2[c:6]([c:7]1=[O:8])[cH:9][cH:10][n:11]2[CH2:23][c:22]1[cH:21][cH:20][c:19]([C:17]([c:16]2[cH:15][cH:14][c:13]([Cl:12])[cH:28][cH:27]2)=[O:18])[cH:26][cH:25]1. Reactants: O=C1CCCCCN1Br, CCCCCCC(=O)CP(=O)(OC)OC, [H-], [H][H], [Na+], c1ccccc1. Product: CCCCCCC(=O)C(Br)P(=O)(OC)OC. RXN SMILES: [Br:20][N:21]1[CH2:22][CH2:23][CH2:24][CH2:25][CH2:26][C:27]1=[O:28].[CH3:3][O:4][P:5]([O:6][CH3:7])(=[O:8])[CH2:9][C:10]([CH2:11][CH2:12][CH2:13][CH2:14][CH2:15][CH3:16])=[O:17].[H-:2].[H:18][H:19].[Na+:1].[cH:29]1[cH:30][cH:31][cH:32][cH:33][cH:34]1>>[CH3:3][O:4][P:5]([O:6][CH3:7])(=[O:8])[CH:9]([C:10]([CH2:11][CH2:12][CH2:13][CH2:14][CH2:15][CH3:16])=[O:17])[Br:20]. Starting materials: CN(C=O)C (dimethylformamide), BrC1=C(SC=C1)SC1=CC=C(C=C1)OC (3-bromo-2-(4-methoxyphenylthio)thiophene), CCCCCC (hexane), C(CCC)[Li] (n-butyl lithium). Run in CCOCC (ether). Run at temperature -78 celsius. The product is COC1=CC=C(C=C1)SC=1SC=CC1C=O (2-(4-Methoxyphenylthio)thiophene-3-carboxaldehyde). Reaction SMILES: Br[C:2]1[CH:6]=[CH:5][S:4][C:3]=1[S:7][C:8]1[CH:13]=[CH:12][C:11]([O:14][CH3:15])=[CH:10][CH:9]=1.C([Li])CCC.CCCCCC.CN(C)[CH:29]=[O:30]>CCOCC>[CH3:15][O:14][C:11]1[CH:12]=[CH:13][C:8]([S:7][C:3]2[S:4][CH:5]=[CH:6][C:2]=2[CH:29]=[O:30])=[CH:9][CH:10]=1. Reported procedure: To a stirred solution of 3-bromo-2-(4-methoxyphenylthio)thiophene (12.77 g, 0.042 mol) in anhydrous ether (100 ml) cooled to -78° C. was added dropwise over 1 hour. 1.55M n-butyl lithium in hexane (28.7 ml, 0.045 mol) under nitrogen atmosphere. The solution was stirred at -78° C. for another hour and then the temperature was allowed to rise to -30° C. over 1/4 hour. The temperature was lowered to -60° C. and dry dimethylformamide (6.2 g, 0.085 mol) was added over 5 minutes. The cooling bath was ...